This data is from the Open Reaction Database (ORD), a public repository of structured organic reaction records. The task is: describe an organic reaction: reactants, conditions, products, and yield Reactants: OCC1=CC2=C(N=C(S2)N[C@H]2[C@@H](CCCC2)O)C=C1 ((1R,2R)-2-((6-(hydroxymethyl)benzo[d]thiazol-2-yl)amino)cyclohexanol). Procedure details: To a solution of (1R,2R)-2-((6-(hydroxymethyl)benzo[d]thiazol-2-yl)amino)cyclohexanol from Step 1 of this Example (445 mg, 1.6 mmol) in CH2Cl2 (40 mL) was added manganese(IV) oxide (696 mg, 8.0 mmol) at rt. The reaction suspension was heated under reflux overnight. After cooling to rt, the reaction mixture was filtered through a Celite pad. The filtrate was concentrated under reduced pressure to give crude 2-(((1R,2R)-2-hydroxycyclohexyl)amino)benzo[d]thiazole-6-carbaldehyde as a brown oil (440 ... The yield is 99.0%. Yields the product O[C@H]1[C@@H](CCCC1)NC=1SC2=C(N1)C=CC(=C2)C=O (2-(((1R,2R)-2-hydroxycyclohexyl)amino)benzo[d]thiazole-6-carbaldehyde). The solvent is C(Cl)Cl (CH2Cl2). Reagents/catalysts: [O-2].[Mn+4].[O-2] (manganese(IV) oxide). Reaction SMILES: [OH:1][CH2:2][C:3]1[CH:19]=[CH:18][C:6]2[N:7]=[C:8]([NH:10][C@@H:11]3[CH2:16][CH2:15][CH2:14][CH2:13][C@H:12]3[OH:17])[S:9][C:5]=2[CH:4]=1>C(Cl)Cl.[O-2].[Mn+4].[O-2]>[OH:17][C@@H:12]1[CH2:13][CH2:14][CH2:15][CH2:16][C@H:11]1[NH:10][C:8]1[S:9][C:5]2[CH:4]=[C:3]([CH:2]=[O:1])[CH:19]=[CH:18][C:6]=2[N:7]=1 |f:2.3.4|. The product is COc1cccc2c(=O)c(C)c3sc4ccccc4nc-3c12. Reactants: CC(C)(C)[O-], CI, CCOC(C)=O, [K+], CN(C)C=O, O, Cc1c2sc3ccccc3nc-2c2c(O)cccc2c1=O. As a reaction SMILES: [CH3:1][C:2]([CH3:3])([O-:4])[CH3:5].[CH3:28][I:29].[CH3:30][CH2:31][O:32][C:33]([CH3:34])=[O:35].[K+:6].[O:36]=[CH:37][N:38]([CH3:39])[CH3:40].[OH2:41].[OH:7][c:8]1[cH:9][cH:10][cH:11][c:12]2[c:13]1[c:14]1[n:15][c:16]3[cH:17][cH:18][cH:19][cH:20][c:21]3[s:22][c:23]-1[c:24]([CH3:27])[c:25]2=[O:26]>>[CH3:1][O:7][c:8]1[cH:9][cH:10][cH:11][c:12]2[c:13]1[c:14]1[n:15][c:16]3[cH:17][cH:18][cH:19][cH:20][c:21]3[s:22][c:23]-1[c:24]([CH3:27])[c:25]2=[O:26]. Reactants: CC1(C)COC(c2ccc(OCCC3CCN(Cc4ccccc4)CC3)cc2)=N1, CO, [H][H]. The product is CC1(C)COC(c2ccc(OCCC3CCNCC3)cc2)=N1. Reaction SMILES: [CH3:1][C:2]1([CH3:29])[N:3]=[C:4]([c:7]2[cH:8][cH:9][c:10]([O:11][CH2:12][CH2:13][CH:14]3[CH2:15][CH2:16][N:17]([CH2:20][c:21]4[cH:22][cH:23][cH:24][cH:25][cH:26]4)[CH2:18][CH2:19]3)[cH:27][cH:28]2)[O:5][CH2:6]1.[CH3:32][OH:33].[H:30][H:31]>>[CH3:1][C:2]1([CH3:29])[N:3]=[C:4]([c:7]2[cH:8][cH:9][c:10]([O:11][CH2:12][CH2:13][CH:14]3[CH2:15][CH2:16][NH:17][CH2:18][CH2:19]3)[cH:27][cH:28]2)[O:5][CH2:6]1.